From a dataset of the Open Reaction Database (ORD), a public repository of structured organic reaction records. describe an organic reaction: reactants, conditions, products, and yield RXN SMILES: C[O:2][C:3](=[O:22])[C@H:4]([CH2:15][C:16]1[CH:21]=[CH:20][CH:19]=[CH:18][CH:17]=1)[NH:5][C:6]([NH:8][C:9]1[S:10][C:11](=[S:14])[NH:12][N:13]=1)=[O:7].CO.[OH-].[K+]>O>[S:14]=[C:11]1[S:10][C:9]([NH:8][C:6]([NH:5][C@H:4]([C:3]([OH:22])=[O:2])[CH2:15][C:16]2[CH:17]=[CH:18][CH:19]=[CH:20][CH:21]=2)=[O:7])=[N:13][NH:12]1 |f:2.3|. Conditions: time 16 hour. The product is S=C1NN=C(S1)NC(=O)N[C@@H](CC1=CC=CC=C1)C(=O)O (N-[[(4,5-Dihydro-5-thioxo-1,3,4-thiadiazol-2-yl)amino]carbonyl]-L-phenylalanine). Reported procedure: A mixture of N-[[(4,5-dihydro-5-thioxo-1,3,4-thiadiazol-2-yl)amino]carbonyl]-L-phenylalanine methyl ester (EXAMPLE 1; 528 mg, 1.56 mmol), MeOH (20 mL), H2O (5.0 mL) and KOH (350 mg, 6.24 mmol) is stirred at room temperature for 16 hours. The solution is concentrated (to remove the MeOH), acidified with 10% HCl, and extracted with EtOAc (3×20 mL). The organic layers are dried (MgSO4), filtered, and concentrated to give 490 mg (97%) of the title compound (mp 130° C.). The solvent is O (H2O). Isolated yield 96.8%. The reactants are COC([C@@H](NC(=O)NC=1SC(NN1)=S)CC1=CC=CC=C1)=O (N-[[(4,5-dihydro-5-thioxo-1,3,4-thiadiazol-2-yl)amino]carbonyl]-L-phenylalanine methyl ester), CO (MeOH), [OH-].[K+] (KOH). The reactants are O (H2O), BrCC1=CC(=NC=C1CBr)Cl (4,5-Bis(bromomethyl)-2-chloropyridine), C[Si](CCOCN1C(CC=2C1=NC=CC2)=O)(C)C (1-{[2-(trimethylsilyl)ethoxy]methyl}-1,3-dihydro-2H-pyrrolo[2,3-b]pyridin-2-one), C[Si](CCOCN1C(CC=2C1=NC=CC2)=O)(C)C (1-{[2-(trimethylsilyl)ethoxy]methyl}-1,3-dihydro-2H-pyrrolo[2,3-b]pyridin-2-one), C([O-])([O-])=O.[Cs+].[Cs+] (cesium carbonate). Run in CN(C)C=O (DMF). Reaction conditions: time 21 hour. Product: ClC1=CC2=C(C=N1)CC1(C(N(C3=NC=CC=C31)COCC[Si](C)(C)C)=O)C2 ((±)-3-Chloro-1′-{[2-(trimethylsilyl)ethoxy]methyl}-5,7-dihydrospiro[cyclopenta[c]pyridine-6,3′-pyrrolo[2,3-b]pyridin]-2′(1′H)-one). Reaction SMILES: Br[CH2:2][C:3]1[C:8]([CH2:9]Br)=[CH:7][N:6]=[C:5]([Cl:11])[CH:4]=1.[CH3:12][Si:13]([CH3:29])([CH3:28])[CH2:14][CH2:15][O:16][CH2:17][N:18]1[C:22]2=[N:23][CH:24]=[CH:25][CH:26]=[C:21]2[CH2:20][C:19]1=[O:27].C(=O)([O-])[O-].[Cs+].[Cs+].O>CN(C=O)C>[Cl:11][C:5]1[N:6]=[CH:7][C:8]2[CH2:9][C:20]3([CH2:2][C:3]=2[CH:4]=1)[C:21]1[C:22](=[N:23][CH:24]=[CH:25][CH:26]=1)[N:18]([CH2:17][O:16][CH2:15][CH2:14][Si:13]([CH3:28])([CH3:12])[CH3:29])[C:19]3=[O:27] |f:2.3.4|. Procedure details: To a solution of 4,5-bis(bromomethyl)-2-chloropyridine from Step D (254 mg, 0.85 mmol) and 1-{[2-(trimethylsilyl)ethoxy]methyl}-1,3-dihydro-2H-pyrrolo[2,3-b]pyridin-2-one (226 mg, 0.86 mmol, described in Intermediate 4) in DMF (8 mL) was added cesium carbonate (455 mg, 1.40 mmol). After 21 h, the reaction mixture was poured into H2O (60 mL) and extracted with EtOAc (2×60 mL). The organic layer was washed with brine (40 mL), then dried over Na2SO4, filtered, and concentrated in vacuo. The crude p... Reactants: FC1=CC=C(C=2N=C(SC21)C=2C(=NC=C(C2)C=2C=NN(C2)C2CCNCC2)N)C(F)(F)F (3-(7-fluoro-4-trifluoromethylbenzothiazol-2-yl)-5-(1-piperidin-4-yl-1H-pyrazol-4-yl)-pyridin-2-ylamine), ClC=1SC=2C(N1)=C(C=CC2)C#N (2-chloro-1,3-benzothiazole-4-carbonitrile). Product: NC1=NC=C(C=C1C=1SC=2C(N1)=C(C=CC2)C#N)C=2C=NN(C2)C2CCNCC2 (2-[2-Amino-5-(1-piperidin-4-yl-1H-pyrazol-4-yl)-pyridin-3-yl]-benzothiazole-4-carbonitrile). Reaction SMILES: F[C:2]1[C:10]2[S:9][C:8]([C:11]3[C:12]([NH2:28])=[N:13][CH:14]=[C:15]([C:17]4[CH:18]=[N:19][N:20]([CH:22]5[CH2:27][CH2:26][NH:25][CH2:24][CH2:23]5)[CH:21]=4)[CH:16]=3)=[N:7][C:6]=2[C:5]([C:29](F)(F)F)=[CH:4][CH:3]=1.ClC1SC2C(=C(C#N)C=CC=2)[N:38]=1>>[NH2:28][C:12]1[C:11]([C:8]2[S:9][C:10]3[C:6](=[C:5]([C:29]#[N:38])[CH:4]=[CH:3][CH:2]=3)[N:7]=2)=[CH:16][C:15]([C:17]2[CH:18]=[N:19][N:20]([CH:22]3[CH2:23][CH2:24][NH:25][CH2:26][CH2:27]3)[CH:21]=2)=[CH:14][N:13]=1. Procedure: Following the procedure for 3-(7-fluoro-4-trifluoromethylbenzothiazol-2-yl)-5-(1-piperidin-4-yl-1H-pyrazol-4-yl)-pyridin-2-ylamine, using 2-chloro-1,3-benzothiazole-4-carbonitrile and conducting the Suzuki coupling at 80° C. for 2 h, the title compound was obtained as a yellow solid. 1H NMR (DMSO-d6, 400 MHz): δ=2.04-2.23 (m, 4H), 3.04 (m, 2H), 3.30 (m, 2H), 4.44 (mc, 1H), 7.59 (t, J=7.8 Hz, 1H), 7.99 (s, 1H), 8.03 (dd, J=7.6, 1.0 Hz, 1H), 8.34 (s, 1H), 8.49 (dd, J=8.1, 1.0 Hz, 1H), 8.51 (d, J=2... Starting materials: Cc1ccccc1, O=[N+]([O-])c1cc(Cl)c(Oc2ccc(Cl)c3ccccc23)c(Cl)c1. The product is Nc1cc(Cl)c(Oc2ccc(Cl)c3ccccc23)c(Cl)c1. RXN SMILES: [CH3:24][c:25]1[cH:26][cH:27][cH:28][cH:29][cH:30]1.[Cl:1][c:2]1[cH:3][cH:4][c:5]([O:12][c:13]2[c:14]([Cl:23])[cH:15][c:16]([N+:20]([O-:21])=[O:22])[cH:17][c:18]2[Cl:19])[c:6]2[cH:7][cH:8][cH:9][cH:10][c:11]12>>[Cl:1][c:2]1[cH:3][cH:4][c:5]([O:12][c:13]2[c:14]([Cl:23])[cH:15][c:16]([NH2:20])[cH:17][c:18]2[Cl:19])[c:6]2[cH:7][cH:8][cH:9][cH:10][c:11]12.